This data is from the Open Reaction Database (ORD), a public repository of structured organic reaction records. The task is: describe an organic reaction: reactants, conditions, products, and yield The reactants are ClC(Cl)Cl, [Na+], O=C([O-])O, O, O=S(Cl)Cl, Cc1cc(C)c(Nc2nc3cc(CO)cc([N+](=O)[O-])c3s2)c(C)c1. The product is Cc1cc(C)c(Nc2nc3cc(CCl)cc([N+](=O)[O-])c3s2)c(C)c1. RXN SMILES: [CH:35]([Cl:36])([Cl:37])[Cl:38].[Na+:34].[O-:30][C:31]([OH:32])=[O:33].[OH2:29].[S:1]([Cl:2])([Cl:3])=[O:4].[c:5]1([CH3:28])[c:6]([NH:13][c:14]2[s:15][c:16]3[c:17]([n:18]2)[cH:19][c:20]([CH2:26][OH:27])[cH:21][c:22]3[N+:23](=[O:24])[O-:25])[c:7]([CH3:12])[cH:8][c:9]([CH3:11])[cH:10]1>>[Cl:3][CH2:26][c:20]1[cH:19][c:17]2[c:16]([s:15][c:14]([NH:13][c:6]3[c:5]([CH3:28])[cH:10][c:9]([CH3:11])[cH:8][c:7]3[CH3:12])[n:18]2)[c:22]([N+:23](=[O:24])[O-:25])[cH:21]1.